This data is from the Open Reaction Database (ORD), a public repository of structured organic reaction records. The task is: describe an organic reaction: reactants, conditions, products, and yield The reactants are C1CCOC1, CCNCC, C=CC1CO1, [Pd], c1ccc(P(c2ccccc2)c2ccccc2)cc1. RXN SMILES: [CH2:11]1[O:12][CH2:13][CH2:14][CH2:15]1.[CH2:1]([CH3:2])[NH:3][CH2:4][CH3:5].[O:6]1[CH:7]([CH:8]=[CH2:9])[CH2:10]1.[Pd:16].[c:17]1([P:18]([c:19]2[cH:20][cH:21][cH:22][cH:23][cH:24]2)[c:25]2[cH:26][cH:27][cH:28][cH:29][cH:30]2)[cH:31][cH:32][cH:33][cH:34][cH:35]1>>[CH2:1]([CH3:2])[N:3]([CH2:4][CH3:5])[CH2:9][CH:8]=[CH:7][CH2:10][OH:6]. The product is CCN(CC)CC=CCO. Starting materials: C(#N)C1=C(C=C(C=C1)CCC(=O)OCC)OC (ethyl 3-(4-cyano-3-methoxyphenyl)propionate), [C-]#N.[Na+] (sodium cyanide), CC(=O)O (AcOH). The solvent is O (H2O), CS(=O)C (DMSO). Reaction conditions: temperature 160 celsius, time 2 hour. Yields the product C(#N)C1=C(C=C(C=C1)CCC(=O)OCC)O (Ethyl 3-(4-cyano-3-hydroxyphenyl)propionate). Reaction SMILES: [C:1]([C:3]1[CH:8]=[CH:7][C:6]([CH2:9][CH2:10][C:11]([O:13][CH2:14][CH3:15])=[O:12])=[CH:5][C:4]=1[O:16]C)#[N:2].[C-]#N.[Na+].CC(O)=O>CS(C)=O.O>[C:1]([C:3]1[CH:8]=[CH:7][C:6]([CH2:9][CH2:10][C:11]([O:13][CH2:14][CH3:15])=[O:12])=[CH:5][C:4]=1[OH:16])#[N:2] |f:1.2|. Procedure: A mixture of ethyl 3-(4-cyano-3-methoxyphenyl)propionate (3.17 g, 13.6 mmol, 1 equiv) and sodium cyanide (2.00 g, 40.8 mmol, 3.00 equiv) in DMSO (60 mL) was stirred at 140-180° C. for 2 h. After 2.5 hours the reaction mixture was taken up in H2O (300 mL), adjusted to pH 7 with AcOH (2.1 mL), and extracted with Et2O (1×150 mL). The organic layer was washed with H2O (2×50 mL), dried (anh. Na2SO4), and concentrated (75° C.). This yielded 2.05 g (68.8%) of ethyl 4-(4-cyano-3-hydroxyphenyl)propionate... Reactants: [Br-], C1CCOC1, [Mg+]C1CC1, [Cl-], ClCCl, CC(C)[Si](C#CC(=O)C(F)(F)F)(C(C)C)C(C)C, [NH4+]. Yields the product CC(C)[Si](C#CC(O)(C1CC1)C(F)(F)F)(C(C)C)C(C)C. Reaction SMILES: [Br-:24].[CH2:19]1[CH2:20][CH2:21][CH2:22][O:23]1.[CH:25]1([Mg+:26])[CH2:27][CH2:28]1.[Cl-:29].[Cl:31][CH2:32][Cl:33].[F:1][C:2]([C:3]([C:4]#[C:5][Si:6]([CH:7]([CH3:8])[CH3:9])([CH:10]([CH3:11])[CH3:12])[CH:13]([CH3:14])[CH3:15])=[O:16])([F:17])[F:18].[NH4+:30]>>[F:1][C:2]([C:3]([C:4]#[C:5][Si:6]([CH:7]([CH3:8])[CH3:9])([CH:10]([CH3:11])[CH3:12])[CH:13]([CH3:14])[CH3:15])([OH:16])[CH:20]1[CH2:21][CH2:22]1)([F:17])[F:18]. Reactants: COC(=O)c1ccccc1N=C=O, Cc1ccc(N)cc1C(=O)c1ccc(Nc2ccc(F)cc2F)cc1Cl, C1COCCO1. Yields the product COC(=O)c1ccccc1NC(=O)Nc1ccc(C)c(C(=O)c2ccc(Nc3ccc(F)cc3F)cc2Cl)c1. RXN SMILES: [N:27](=[C:28]=[O:29])[c:30]1[c:31]([C:32](=[O:33])[O:34][CH3:35])[cH:36][cH:37][cH:38][cH:39]1.[NH2:1][c:2]1[cH:3][cH:4][c:5]([CH3:26])[c:6]([C:8](=[O:9])[c:10]2[c:11]([Cl:25])[cH:12][c:13]([NH:16][c:17]3[c:18]([F:24])[cH:19][c:20]([F:23])[cH:21][cH:22]3)[cH:14][cH:15]2)[cH:7]1.[O:40]1[CH2:41][CH2:42][O:43][CH2:44][CH2:45]1>>[NH:1]([c:2]1[cH:3][cH:4][c:5]([CH3:26])[c:6]([C:8](=[O:9])[c:10]2[c:11]([Cl:25])[cH:12][c:13]([NH:16][c:17]3[c:18]([F:24])[cH:19][c:20]([F:23])[cH:21][cH:22]3)[cH:14][cH:15]2)[cH:7]1)[C:28]([NH:27][c:30]1[c:31]([C:32](=[O:33])[O:34][CH3:35])[cH:36][cH:37][cH:38][cH:39]1)=[O:29]. Starting materials: C(#N)C=1C(=NC=CC1)N(S(=O)(=O)C)C (N-(3-cyano-pyridin-2-yl)-N-methyl-methanesulfonamide), [H][H] (hydrogen), 122b, BrC=1C=2N(C=CC1)N=C(N2)Cl (8-bromo-2-chloro-[1,2,4]triazolo[1,5-a]pyridine), NCC=1C(=NC=CC1)N(S(=O)(=O)C)C (N-(3-aminomethyl-pyridin-2-yl)-N-methyl-methanesulfonamide), [H][H] (hydrogen). The reagents and catalysts are [Pd] (palladium on carbon). Solvent: CO (methanol), N (ammonia). The product is NCC=1C(=NC=CC1)N(S(=O)(=O)C)C (N-(3-Aminomethyl-pyridin-2-yl)-N-methyl-methanesulfonamide), ClC1=NN2C(C(=CC=C2)NCC=2C(=NC=CC2)N(S(=O)(=O)C)C)=N1 (N-{3-[(2-Chloro-[1,2,4]triazolo[1,5-a]pyridin-8-ylamino)-methyl]-pyridin-2-yl}-N-methyl-methanesulfonamide), solid. Isolated yield 35.0%. As a reaction SMILES: [C:1]([C:3]1[C:4]([N:9]([CH3:14])[S:10]([CH3:13])(=[O:12])=[O:11])=[N:5][CH:6]=[CH:7][CH:8]=1)#[N:2].[H][H].Br[C:18]1[C:19]2[N:20]([N:24]=[C:25]([Cl:27])[N:26]=2)[CH:21]=[CH:22][CH:23]=1.[NH2:28][CH2:29][C:30]1[C:31]([N:36]([CH3:41])[S:37]([CH3:40])(=[O:39])=[O:38])=[N:32][CH:33]=[CH:34][CH:35]=1>[Pd].N.CO>[NH2:2][CH2:1][C:3]1[C:4]([N:9]([CH3:14])[S:10]([CH3:13])(=[O:12])=[O:11])=[N:5][CH:6]=[CH:7][CH:8]=1.[Cl:27][C:25]1[N:26]=[C:19]2[C:18]([NH:28][CH2:29][C:30]3[C:31]([N:36]([CH3:41])[S:37]([CH3:40])(=[O:39])=[O:38])=[N:32][CH:33]=[CH:34][CH:35]=3)=[CH:23][CH:22]=[CH:21][N:20]2[N:24]=1. Procedure: N-(3-Aminomethyl-pyridin-2-yl)-N-methyl-methanesulfonamide was prepared from N-(3-cyano-pyridin-2-yl)-N-methyl-methanesulfonamide (3.35 g, 15.8 mmol)(prepared as described in J. Heterocyclic Chemistry, 1979, 16, 1361-1363) via hydrogenation using a Paar apparatus with 10% palladium on carbon (50% Wet)(5:45:50, Palladium:carbon black:Water, 5.71 g, 2.68 mmol) and hydrogen (50 psi) in 7M ammonia in methanol (100 mL). The mixture was shaken on a Paar apparatus until adsorption of hydrogen ceased. T... Reagents/catalysts: Cl[Pd]([P](C1=CC=CC=C1)(C2=CC=CC=C2)C3=CC=CC=C3)([P](C4=CC=CC=C4)(C5=CC=CC=C5)C6=CC=CC=C6)Cl (Pd(PPh3)2Cl2). Product: C1(=CC=CC=C1)C1CCNC(O1)=O (6-phenyl-1,3-oxazinan-2-one). The reactants are C(=O)([O-])[O-].[Cs+].[Cs+] (Cs2CO3), OC(C[C@@]1(CCN(C(O1)=O)[C@@H](C)C1=CC=C(C=C1)B1OC(C(O1)(C)C)(C)C)C1=CC=CC=C1)(C)C ((S)-6-(2-hydroxy-2-methylpropyl)-6-phenyl-3-((S)-1-(4-(4,4,5,5-tetramethyl-1,3,2-dioxaborolan-2-yl)phenyl)ethyl)-1,3-oxazinan-2-one), BrC=1C=CC(N(C1)C(C)C)=O (5-bromo-1-isopropylpyridin-2(1H)-one). Run at time 30 minute. As a reaction SMILES: OC(C)(C)C[C@@:4]1([C:28]2[CH:33]=[CH:32][CH:31]=[CH:30][CH:29]=2)[O:9][C:8](=[O:10])[N:7]([C@H](C2C=CC(B3OC(C)(C)C(C)(C)O3)=CC=2)C)[CH2:6][CH2:5]1.BrC1C=CC(=O)N(C(C)C)C=1.C([O-])([O-])=O.[Cs+].[Cs+]>O1CCOCC1.Cl[Pd](Cl)([P](C1C=CC=CC=1)(C1C=CC=CC=1)C1C=CC=CC=1)[P](C1C=CC=CC=1)(C1C=CC=CC=1)C1C=CC=CC=1>[C:28]1([CH:4]2[O:9][C:8](=[O:10])[NH:7][CH2:6][CH2:5]2)[CH:29]=[CH:30][CH:31]=[CH:32][CH:33]=1 |f:2.3.4,^1:61,80|. Yield: 59.1%. Run in O1CCOCC1 (1,4-dioxane). Procedure: To a solution of (S)-6-(2-hydroxy-2-methylpropyl)-6-phenyl-3-((S)-1-(4-(4,4,5,5-tetramethyl-1,3,2-dioxaborolan-2-yl)phenyl)ethyl)-1,3-oxazinan-2-one (100 mg, 0.21 mmol) in 1,4-dioxane (2 mL) was added 5-bromo-1-isopropylpyridin-2(1H)-one (54.2 mg, 0.25 mmol). Then catalysts of Pd(PPh3)2Cl2 (14 mg, 0.02 mmol), Cs2CO3 (1 mL, 2 M) were added. The vessel was sealed with a septum and placed into the microwave cavity. Microwave irradiation of 100 W was used, the temperature being ramped from room temp...